The task is: describe an organic reaction: reactants, conditions, products, and yield. This data is from the Open Reaction Database (ORD), a public repository of structured organic reaction records. Starting materials: OC=1C=CC2=C(C(OC(O2)(C)C)=O)C1 (6-hydroxy-2,2-dimethyl-benzo[1,3]dioxin-4-one), BrCC1CCCCC1 ((bromomethyl)cyclohexane). Yields the product C1(CCCCC1)COC=1C=CC2=C(C(OC(O2)(C)C)=O)C1 (6-Cyclohexylmethoxy-2,2-dimethyl-benzo[1,3]dioxin-4-one). Reaction SMILES: [OH:1][C:2]1[CH:3]=[CH:4][C:5]2[O:10][C:9]([CH3:12])([CH3:11])[O:8][C:7](=[O:13])[C:6]=2[CH:14]=1.Br[CH2:16][CH:17]1[CH2:22][CH2:21][CH2:20][CH2:19][CH2:18]1>>[CH:17]1([CH2:16][O:1][C:2]2[CH:3]=[CH:4][C:5]3[O:10][C:9]([CH3:11])([CH3:12])[O:8][C:7](=[O:13])[C:6]=3[CH:14]=2)[CH2:22][CH2:21][CH2:20][CH2:19][CH2:18]1. Procedure details: The title compound was prepared from 6-hydroxy-2,2-dimethyl-benzo[1,3]dioxin-4-one (example 38.a) and (bromomethyl)cyclohexane under conditions analogous to experimental example 38-b, to give the desired product as a white solid. MS: (+) m/z 291.05 (M+1) Reactants: BrC1=C2C=CC(N(C2=CC(=C1)C=1CCN(CC1)C(C)(C)C)C1=C(C=CC=C1Cl)Cl)=O (5-bromo-7-(1-tert-butyl-1,2,3,6-tetrahydropyridin-4-yl)-1-(2,6-dichlorophenyl)quinolin-2(1H)-one), FC1=CC(=C(C=C1)B(O)O)C (4-fluoro-2-methylphenylboronic acid). Yields the product C(C)(C)(C)N1CCC(CC1)C1=CC(=C2C=CC(N(C2=C1)C1=C(C=CC=C1Cl)Cl)=O)C1=CC=C(C=C1)F (7-(1-tert-Butylpiperidin-4-yl)-1-(2,6-dichlorophenyl)-5-(4-fluorophenyl)quinolin-2(1H)-one). RXN SMILES: Br[C:2]1[CH:11]=[C:10]([C:12]2[CH2:13][CH2:14][N:15]([C:18]([CH3:21])([CH3:20])[CH3:19])[CH2:16][CH:17]=2)[CH:9]=[C:8]2[C:3]=1[CH:4]=[CH:5][C:6](=[O:30])[N:7]2[C:22]1[C:27]([Cl:28])=[CH:26][CH:25]=[CH:24][C:23]=1[Cl:29].[F:31][C:32]1[CH:37]=[CH:36][C:35](B(O)O)=[C:34](C)[CH:33]=1>>[C:18]([N:15]1[CH2:14][CH2:13][CH:12]([C:10]2[CH:9]=[C:8]3[C:3]([CH:4]=[CH:5][C:6](=[O:30])[N:7]3[C:22]3[C:27]([Cl:28])=[CH:26][CH:25]=[CH:24][C:23]=3[Cl:29])=[C:2]([C:35]3[CH:36]=[CH:37][C:32]([F:31])=[CH:33][CH:34]=3)[CH:11]=2)[CH2:17][CH2:16]1)([CH3:19])([CH3:21])[CH3:20]. Reported procedure: The title compound was prepared from 5-bromo-7-(1-tert-butyl-1,2,3,6-tetrahydropyridin-4-yl)-1-(2,6-dichlorophenyl)quinolin-2(1H)-one (INTERMEDIATE ABA5) and using 4-fluoro-2-methylphenylboronic acid as described in EXAMPLE ABA11. 1H NMR (CD3OD, 500 MHz): δ 1.252 (s, 9H), 1.734 (bs, 2H), 1.955 (bs, 2H), 2.384 (s, 3H), 2.865 (bs, 4H), 3.497 (m, 2H), 6.451 (s, 1H), 6.685 (d, J=8.5 Hz, 1H), 7.190 (m, 2H), 7.265 (m, 1H), 7.332 (d, J=8.2 Hz, 1H), 7.618 (t, J=8.2H, 1H), 7.720 (m, 2H), 7.962 (d, J=10.7... Reactants: CC(=O)[O-], CC(=O)O, Cc1ccc(C=O)s1, Cl, NO, [Na+]. Yields the product Cc1ccc(C(N)=O)s1. RXN SMILES: [CH3:13][C:14](=[O:15])[O-:16].[CH3:17][C:18](=[O:19])[OH:20].[CH3:1][c:2]1[cH:3][cH:4][c:5]([CH:7]=[O:8])[s:6]1.[ClH:9].[NH2:10][OH:11].[Na+:12]>>[CH3:1][c:2]1[cH:3][cH:4][c:5]([C:7](=[O:8])[NH2:10])[s:6]1.